This data is from the Open Reaction Database (ORD), a public repository of structured organic reaction records. The task is: describe an organic reaction: reactants, conditions, products, and yield The reactants are N1=CC=C2C=3C(C(C4=C(C13)C=CC=C4)=O)=CC=C2 (7H-Dibenzo[de,h]quinol-7-one). Reagents/catalysts: [Pt] (platinum). The solvent is C(C)(=O)O (acetic acid). Conditions: temperature 65 celsius. Yields the product OC1=C2C=3C(=CC=NC3C3=C1CCCC3)CCC2 (7-hydroxy-5,6,8,9,10,11-hexahydro-4H-dibenzo[de,h]quinoline). Yield: 92.0%. Reaction SMILES: [N:1]1[C:10]2[C:9]3[CH:11]=[CH:12][CH:13]=[CH:14][C:8]=3[C:7](=[O:15])[C:6]3=[CH:16][CH:17]=[CH:18][C:4]([C:5]=23)=[CH:3][CH:2]=1>C(O)(=O)C.[Pt]>[OH:15][C:7]1[C:8]2[CH2:14][CH2:13][CH2:12][CH2:11][C:9]=2[C:10]2[N:1]=[CH:2][CH:3]=[C:4]3[CH2:18][CH2:17][CH2:16][C:6]=1[C:5]=23. Reported procedure: 7H-Dibenzo[de,h]quinol-7-one (48.4 g) and Adams platinum (16 g) suspended in acetic acid (800 cc) are placed under an initial hydrogen pressure of 30 bars at 25° C. The mixture is stirred and heated at 65° C. for 17 hours. After cooling to about 25° C., the catalyst is filtered off and washed twice with acetic acid (total 150 cc). The combined organic filtrates are evaporated to dryness. The residue is taken up in water (1000 cc) and adjusted to pH 9 by the addition of 5N sodium hydroxide. The r...